The task is: describe an organic reaction: reactants, conditions, products, and yield. This data is from the Open Reaction Database (ORD), a public repository of structured organic reaction records. The reactants are O=C(C=C1CC(C(=O)O)C1)OCc1ccccc1, CN1CCOCC1, CNOC, CC(C)COC(=O)Cl, ClCCl, Cl. Product: CON(C)C(=O)C1CC(=CC(=O)OCc2ccccc2)C1. RXN SMILES: [CH2:1]([c:2]1[cH:3][cH:4][cH:5][cH:6][cH:7]1)[O:8][C:9]([CH:10]=[C:11]1[CH2:12][CH:13]([C:15](=[O:16])[OH:17])[CH2:14]1)=[O:18].[CH3:19][N:20]1[CH2:21][CH2:22][O:23][CH2:24][CH2:25]1.[CH3:35][O:36][NH:37][CH3:38].[Cl:26][C:27]([O:28][CH2:29][CH:30]([CH3:31])[CH3:32])=[O:33].[Cl:39][CH2:40][Cl:41].[ClH:34]>>[CH2:1]([c:2]1[cH:3][cH:4][cH:5][cH:6][cH:7]1)[O:8][C:9]([CH:10]=[C:11]1[CH2:12][CH:13]([C:15](=[O:17])[N:37]([O:36][CH3:35])[CH3:38])[CH2:14]1)=[O:18]. The reactants are CS(=O)(=O)C1=NC=CC(=N1)C1=NNC2=NC(=NC=C21)NCCN2CCOCC2 ([3-(2-methanesulfonyl-pyrimidin-4-yl)-1H-pyrazolo[3,4-d]pyrimidin-6-yl]-(2-morpholin-4-yl-ethyl)-amine), C(C)(C)(C)OC(NCC(C1=CC=CC=C1)N)=O ((2-amino-2-phenyl-ethyl)-carbamic acid tert-butyl ester). Product: C(C)(C)(C)OC(NCC(C1=CC=CC=C1)NC1=NC=CC(=N1)C1=NNC2=NC(=NC=C21)NCCN2CCOCC2)=O ((2-{4-[6-(2-Morpholin-4-yl-ethylamino)-1H-pyrazolo[3,4-d]pyrimidin-3-yl]-pyrimidin-2-ylamino}-2-phenyl-ethyl)-carbamic acid tert-butyl ester). RXN SMILES: CS([C:5]1[N:10]=[C:9]([C:11]2[C:19]3[C:14](=[N:15][C:16]([NH:20][CH2:21][CH2:22][N:23]4[CH2:28][CH2:27][O:26][CH2:25][CH2:24]4)=[N:17][CH:18]=3)[NH:13][N:12]=2)[CH:8]=[CH:7][N:6]=1)(=O)=O.[C:29]([O:33][C:34](=[O:45])[NH:35][CH2:36][CH:37]([NH2:44])[C:38]1[CH:43]=[CH:42][CH:41]=[CH:40][CH:39]=1)([CH3:32])([CH3:31])[CH3:30]>>[C:29]([O:33][C:34](=[O:45])[NH:35][CH2:36][CH:37]([NH:44][C:5]1[N:10]=[C:9]([C:11]2[C:19]3[C:14](=[N:15][C:16]([NH:20][CH2:21][CH2:22][N:23]4[CH2:28][CH2:27][O:26][CH2:25][CH2:24]4)=[N:17][CH:18]=3)[NH:13][N:12]=2)[CH:8]=[CH:7][N:6]=1)[C:38]1[CH:39]=[CH:40][CH:41]=[CH:42][CH:43]=1)([CH3:32])([CH3:30])[CH3:31]. Procedure details: (2-{4-[6-(2-Morpholin-4-yl-ethylamino)-1H-pyrazolo[3,4-d]pyrimidin-3-yl]-pyrimidin-2-ylamino}-2-phenyl-ethyl)-carbamic acid tert-butyl ester was prepared from [3-(2-methanesulfonyl-pyrimidin-4-yl)-1H-pyrazolo[3,4-d]pyrimidin-6-yl]-(2-morpholin-4-yl-ethyl)-amine (from Example 11 supra) and (2-amino-2-phenyl-ethyl)-carbamic acid tert-butyl ester (from Example 1 supra) by following the method in Example 61. The reactants are COCC1=C(C=CC(=C1)C(=O)O)C1=C(C=CC=C1)C (2-(methoxymethyl)-2′-methyl biphenyl-4-carboxylic acid), ON=C(N)C1=CC=C(C=C1)OCCO (N′-hydroxy-4-(2-hydroxyethoxy)benzenecarboximidamide), product. Yields the product COCC1=C(C=CC(=C1)C1=NC(=NO1)C1=CC=C(OCCO)C=C1)C1=C(C=CC=C1)C (2-(4-{5-[2-(methoxymethyl)-2′-methylbiphenyl-4-yl]-1,2,4-oxadiazol-3-yl}phenoxy)ethanol). RXN SMILES: [CH3:1][O:2][CH2:3][C:4]1[CH:9]=[C:8]([C:10]([OH:12])=O)[CH:7]=[CH:6][C:5]=1[C:13]1[CH:18]=[CH:17][CH:16]=[CH:15][C:14]=1[CH3:19].O[N:21]=[C:22]([C:24]1[CH:29]=[CH:28][C:27]([O:30][CH2:31][CH2:32][OH:33])=[CH:26][CH:25]=1)[NH2:23]>>[CH3:1][O:2][CH2:3][C:4]1[CH:9]=[C:8]([C:10]2[O:12][N:23]=[C:22]([C:24]3[CH:29]=[CH:28][C:27]([O:30][CH2:31][CH2:32][OH:33])=[CH:26][CH:25]=3)[N:21]=2)[CH:7]=[CH:6][C:5]=1[C:13]1[CH:18]=[CH:17][CH:16]=[CH:15][C:14]=1[CH3:19]. Procedure: The title compound was prepared following the general procedure 4 starting from Intermediate 3 and Intermediate 27 affording the product as colorless oil. LC/MS (Method B): 417.3 (M+H)+. HPLC (Method A) Rt 5.43 min (Purity: 96.4%). The reactants are CC(C)O, O=[N+]([O-])c1cccc(-c2nc(Cl)c3ccccc3n2)c1, CC(C)(C)OC(=O)n1ncc2cc(N)ccc21. The product is CC(C)(C)OC(=O)n1ncc2cc(Nc3nc(-c4cccc([N+](=O)[O-])c4)nc4ccccc34)ccc21. Reaction SMILES: [CH:38]([OH:39])([CH3:40])[CH3:41].[Cl:1][c:2]1[n:3][c:4](-[c:12]2[cH:13][c:14]([N+:18](=[O:19])[O-:20])[cH:15][cH:16][cH:17]2)[n:5][c:6]2[cH:7][cH:8][cH:9][cH:10][c:11]12.[NH2:21][c:22]1[cH:23][c:24]2[cH:25][n:26][n:27]([C:31](=[O:32])[O:33][C:34]([CH3:35])([CH3:36])[CH3:37])[c:28]2[cH:29][cH:30]1>>[c:2]1([NH:21][c:22]2[cH:23][c:24]3[cH:25][n:26][n:27]([C:31](=[O:32])[O:33][C:34]([CH3:35])([CH3:36])[CH3:37])[c:28]3[cH:29][cH:30]2)[n:3][c:4](-[c:12]2[cH:13][c:14]([N+:18](=[O:19])[O-:20])[cH:15][cH:16][cH:17]2)[n:5][c:6]2[cH:7][cH:8][cH:9][cH:10][c:11]12.